This data is from the Open Reaction Database (ORD), a public repository of structured organic reaction records. The task is: describe an organic reaction: reactants, conditions, products, and yield The reactants are CCON=C(C(=O)O)c1nsc(NC=O)n1, CCOC(C)=O, Cl, [Na+], [OH-]. Yields the product CCON=C(C(=O)O)c1nsc(N)n1. Reaction SMILES: [CH2:1]([CH3:2])[O:3][N:4]=[C:5]([C:6](=[O:7])[OH:8])[c:9]1[n:10][s:11][c:12]([NH:14][CH:15]=[O:16])[n:13]1.[CH3:20][CH2:21][O:22][C:23](=[O:24])[CH3:25].[ClH:19].[Na+:18].[OH-:17]>>[CH2:1]([CH3:2])[O:3][N:4]=[C:5]([C:6](=[O:7])[OH:8])[c:9]1[n:10][s:11][c:12]([NH2:14])[n:13]1. Starting materials: FC=1C=C(C=CC1F)CC#N (2-(3,4-difluorophenyl)acetonitrile), [H-].[Na+] (sodium hydride), BrCCCCCBr (1,5-dibromopentane). Solvent: CN(C)C=O (DMF), CN(C)C=O (DMF). Conditions: time 5 minute. Product: FC=1C=C(C=CC1F)C1(CCCCC1)C#N (1-(3,4-difluorophenyl)cyclohexanecarbonitrile). The yield is 87.2%. Reaction SMILES: [F:1][C:2]1[CH:3]=[C:4]([CH2:9][C:10]#[N:11])[CH:5]=[CH:6][C:7]=1[F:8].[H-].[Na+].Br[CH2:15][CH2:16][CH2:17][CH2:18][CH2:19]Br>CN(C=O)C>[F:1][C:2]1[CH:3]=[C:4]([C:9]2([C:10]#[N:11])[CH2:19][CH2:18][CH2:17][CH2:16][CH2:15]2)[CH:5]=[CH:6][C:7]=1[F:8] |f:1.2|. Procedure: To a solution of 2-(3,4-difluorophenyl)acetonitrile (2 g, 13.06 mmol) in 20 mL of DMF at 0° C. was added 60% sodium hydride (1.149 g, 28 7 mmol), and the mixture was stirred at the same temperature for 5 mins. Then a solution of 1,5-dibromopentane (1.779 mL, 13.06 mmol) in 20 mL of DMF was added dropwise and the mixture was stirred at a temperature in the range of 0° C. to room temperature for 5 hrs. The reaction was quenched with water, and extracted with EtOAc. The mixture was washed with wate... Starting materials: NC1=NC=C(C(=C1N)N[C@H]1[C@H]([C@@H]2C=C[C@H]1C2)C(=O)N)Cl ((1S,2S,3R,4R)-3-(2,3-Diamino-5-chloro-pyridin-4-ylamino)-bicyclo[2.2.1]hept-5-ene-2-carboxylic acid amide), ClC=1N=C(SC1C=O)N(C)C (4-Chloro-2-dimethylamino-thiazole-5-carbaldehyde), C(C)(=O)[O-].[NH4+] (Ammonium acetate). Product: ClC=1C(=C2C(=NC1)NC(=N2)C2=C(N=C(S2)N(C)C)Cl)N[C@H]2[C@H]([C@@H]1C=C[C@H]2C1)C(=O)N ((1S,2S,3R,4R)-3-[6-Chloro-2-(4-chloro-2-dimethylamino-thiazol-5-yl)-3H-imidazo[4,5-b]pyridin-7-ylamino]-bicyclo[2.2.1]hept-5-ene-2-carboxylic acid amide). The yield is 24.5%. Reaction SMILES: [NH2:1][C:2]1[C:7]([NH2:8])=[C:6]([NH:9][C@@H:10]2[C@@H:15]3[CH2:16][C@@H:12]([CH:13]=[CH:14]3)[C@@H:11]2[C:17]([NH2:19])=[O:18])[C:5]([Cl:20])=[CH:4][N:3]=1.[Cl:21][C:22]1[N:23]=[C:24]([N:29]([CH3:31])[CH3:30])[S:25][C:26]=1[CH:27]=O.C([O-])(=O)C.[NH4+]>>[Cl:20][C:5]1[C:6]([NH:9][C@@H:10]2[C@@H:15]3[CH2:16][C@@H:12]([CH:13]=[CH:14]3)[C@@H:11]2[C:17]([NH2:19])=[O:18])=[C:7]2[N:8]=[C:27]([C:26]3[S:25][C:24]([N:29]([CH3:31])[CH3:30])=[N:23][C:22]=3[Cl:21])[NH:1][C:2]2=[N:3][CH:4]=1 |f:2.3|. Procedure details: In a similar fashion to Compound CXXV, (1S,2S,3R,4R)-3-(2,3-Diamino-5-chloro-pyridin-4-ylamino)-bicyclo[2.2.1]hept-5-ene-2-carboxylic acid amide (75.00 mg, 0.2553 mmol), 4-Chloro-2-dimethylamino-thiazole-5-carbaldehyde (53.5 mg, 0.281 mmol), and Ammonium acetate (39.4 mg, 0.511 mmol) were reacted to produce 29.03 mg (24%) of the title compound. (300 MHz, DMSO-d6) 7.93 (s, 1H), 7.76 (s, 1H), 7.23 (m, 2H), 6.38-6.31 (m, 2H), 4.99 (t, J=17 Hz, 8.5 Hz, 1H), 3.11 (s, 6H), 2.87 (s, 4H), 2.75 (s, 1H), ... Reactants: [H-].[Na+] (Sodium hydride), N1C=CC2=CC(=CC=C12)OC1=CC(=NC=C1)N (4-(1H-5-Indolyloxy)-2-pyridinamine), C(C)NC(OC1=CC=CC=C1)=O (phenyl N-ethylcarbamate). The solvent is CN(C=O)C (N,N-dimethylformamide). Reaction conditions: time 10 minute. Product: C(C)NC(=O)N1C=CC2=CC(=CC=C12)OC1=CC(=NC=C1)N (N1-Ethyl-5-(2-amino-4-pyridyl)oxy-1H-1-indolecarboxamide). The yield is 80.3%. RXN SMILES: [H-].[Na+].[NH:3]1[C:11]2[C:6](=[CH:7][C:8]([O:12][C:13]3[CH:18]=[CH:17][N:16]=[C:15]([NH2:19])[CH:14]=3)=[CH:9][CH:10]=2)[CH:5]=[CH:4]1.[CH2:20]([NH:22][C:23](=O)[O:24]C1C=CC=CC=1)[CH3:21]>CN(C)C=O>[CH2:20]([NH:22][C:23]([N:3]1[C:11]2[C:6](=[CH:7][C:8]([O:12][C:13]3[CH:18]=[CH:17][N:16]=[C:15]([NH2:19])[CH:14]=3)=[CH:9][CH:10]=2)[CH:5]=[CH:4]1)=[O:24])[CH3:21] |f:0.1|. Procedure: Sodium hydride (573 mg, 14.32 mmol) was suspended in N,N-dimethylformamide (30 ml) under nitrogen atmosphere. 4-(1H-5-Indolyloxy)-2-pyridinamine (3.00 g, 13.32 mmol, CAS No. 417722-11-3) described in WO 02/32872 was gradually added thereto while stirred at room temperature. After 10 minutes, the reaction mixture was cooled with an ice water bath, and phenyl N-ethylcarbamate (2.31 g, 13.98 mmol) was added. The reaction mixture was heated to room temperature and was stirred for 2 hours. The reacti... Starting materials: ClC=1C(=C(C=CC1)NC1=NC=NC2=CC(=C(C=C12)O[C@H]1C[C@@H](NCC1)C(=O)N)OC)F ((2R,4R)-4-({4-[(3-chloro-2-fluorophenyl)amino]-7-methoxyquinazolin-6-yl}oxy)piperidine-2-carboxamide), C=O (formaldehyde), C(C)(=O)O[BH-](OC(C)=O)OC(C)=O.[Na+] (sodium triacetoxyborohydride), C(=O)(O)[O-].[Na+] (NaHCO3), C(C)(=O)O[BH-](OC(C)=O)OC(C)=O.[Na+] (sodium triacetoxyborohydride). The solvent is C(Cl)Cl.CC(=O)O (DCM AcOH), C(Cl)Cl (DCM). Yields the product ClC=1C(=C(C=CC1)NC1=NC=NC2=CC(=C(C=C12)O[C@H]1C[C@@H](N(CC1)C)C(=O)N)OC)F ((2R,4R)-4-({4-[(3-chloro-2-fluorophenyl)amino]-7-methoxyquinazolin-6-yl}oxy)-1-methylpiperidine-2-carboxamide). Isolated yield 803.6%. RXN SMILES: C=O.[Cl:3][C:4]1[C:5]([F:33])=[C:6]([NH:10][C:11]2[C:20]3[C:15](=[CH:16][C:17]([O:31][CH3:32])=[C:18]([O:21][C@@H:22]4[CH2:27][CH2:26][NH:25][C@@H:24]([C:28]([NH2:30])=[O:29])[CH2:23]4)[CH:19]=3)[N:14]=[CH:13][N:12]=2)[CH:7]=[CH:8][CH:9]=1.[C:34](O[BH-](OC(=O)C)OC(=O)C)(=O)C.[Na+].C([O-])(O)=O.[Na+]>C(Cl)Cl.CC(O)=O.C(Cl)Cl>[Cl:3][C:4]1[C:5]([F:33])=[C:6]([NH:10][C:11]2[C:20]3[C:15](=[CH:16][C:17]([O:31][CH3:32])=[C:18]([O:21][C@@H:22]4[CH2:27][CH2:26][N:25]([CH3:34])[C@@H:24]([C:28]([NH2:30])=[O:29])[CH2:23]4)[CH:19]=3)[N:14]=[CH:13][N:12]=2)[CH:7]=[CH:8][CH:9]=1 |f:2.3,4.5,6.7|. Reported procedure: Molecular sieves (0.5 g) followed by aqueous formaldehyde (1 ml) were added to a stirred solution of (2R,4R)-4-({4-[(3-chloro-2-fluorophenyl)amino]-7-methoxyquinazolin-6-yl}oxy)piperidine-2-carboxamide (9) (0.102 g, 0.23 mmol) in DCM-AcOH (10:1 ml) at room temperature. The reaction mixture was stirred for 1-2 minutes before solid sodium triacetoxyborohydride (0.10 g, 0.463 mmol) was added portionwise over 5 minutes. The reaction was essentially complete after all the sodium triacetoxyborohydride... Reactants: C(C)(=O)N[C@@H](C(=O)OC)COCC#C ((R)-Methyl 2-acetamido-3-(prop-2-ynyloxy)propanoate), [Li+].[OH-] (LiOH). Run in C1CCOC1 (THF). Run at temperature 0 celsius, time 2 hour. Product: C(C)(=O)N[C@@H](C(=O)O)COCC#C ((R)-2-Acetamido-3-(prop-2-ynyloxy)propanoic Acid). Yield: 93.4%. Reaction SMILES: [C:1]([NH:4][C@H:5]([CH2:10][O:11][CH2:12][C:13]#[CH:14])[C:6]([O:8]C)=[O:7])(=[O:3])[CH3:2].[Li+].[OH-]>C1COCC1>[C:1]([NH:4][C@H:5]([CH2:10][O:11][CH2:12][C:13]#[CH:14])[C:6]([OH:8])=[O:7])(=[O:3])[CH3:2] |f:1.2|. Procedure details: (R)-Methyl 2-acetamido-3-(prop-2-ynyloxy)propanoate (1.00 g, 5.03 mmol) was dissolved in THF (24 mL) and cooled to 0° C., and LiOH (aqueous 0.6 M sol., 8.4 mL, 5.03 mmol) was added. The reaction solution was stirred at 0° C. (2 h) and then concentrated in vacuo. The resulting aqueous phase was diluted with H2O (12 mL) and washed with Et2O (2×20 mL). The aqueous layer was acidified to pH 1-2 with aqueous 1 M HCl, and extracted with EtOAc (6×20 mL). The combined organic phases were washed with sat... The reactants are [O-]S(=O)(=S)[O-].[Na+].[Na+] (Na2S2O3), C(C1=CC=CC=C1)[C@@H]([C@H](C[C@H](CC1=CC=C(C=C1)C1=NC=CC=C1)NC([C@@H](NC(=O)OC)C(C)(C)C)=O)OC(C)SCC)NC(=O)[C@H](C(C)(C)C)NC(OC)=O (methyl(1S)-1-({[(1S,2S,4S)-1-benzyl-2-[1-(ethylthio)ethoxy]-4-{[N-(methoxycarbonyl)-3-methyl-L-valyl]amino}-5-(4-pyridin-2-ylphenyl)pentyl]amino}carbonyl)-2,2-dimethylpropylcarbamate), P(O)(O)(O)=O (phosphoric acid), IN1C(CCC1=O)=O (N-iodosuccinimide), C(=O)([O-])[O-].[Na+].[Na+] (Na2CO3). Solvent: CO (methanol), CN(C=O)C (N,N-dimethylformamide), CN(C=O)C (N,N-dimethylformamide). Conditions: temperature 0 celsius, time 4 hour. Product: COC(N[C@H](C(N[C@H]([C@H](C[C@@H](NC([C@@H](NC(OC)=O)C(C)(C)C)=O)CC1=CC=C(C=C1)C1=NC=CC=C1)OC(C)OP(=O)(O)O)CC1=CC=CC=C1)=O)C(C)(C)C)=O (methyl(1S,4S,5S,7S,10S)-4-benzyl-1,10-bis(tert-butyl)-2,9,12-trioxo-5-[1-(phosphonooxy)ethoxy]-7-(4-pyridin-2-ylbenzyl)-13-oxa-3,8,11-triazatetradec-1-ylcarbamate), [Na][Na] (disodium). The yield is 58.0%. RXN SMILES: [CH2:1]([C@H:8]([NH:44][C:45]([C@@H:47]([NH:52][C:53](=[O:56])[O:54][CH3:55])[C:48]([CH3:51])([CH3:50])[CH3:49])=[O:46])[C@@H:9]([O:38][CH:39](SCC)[CH3:40])[CH2:10][C@@H:11]([NH:25][C:26](=[O:37])[C@H:27]([C:33]([CH3:36])([CH3:35])[CH3:34])[NH:28][C:29]([O:31][CH3:32])=[O:30])[CH2:12][C:13]1[CH:18]=[CH:17][C:16]([C:19]2[CH:24]=[CH:23][CH:22]=[CH:21][N:20]=2)=[CH:15][CH:14]=1)[C:2]1[CH:7]=[CH:6][CH:5]=[CH:4][CH:3]=1.[P:57](=[O:61])([OH:60])([OH:59])[OH:58].IN1C(=O)CCC1=O.[O-]S([O-])(=S)=O.[Na+:75].[Na+:76].C([O-])([O-])=O.[Na+].[Na+]>CN(C)C=O.CO>[CH3:55][O:54][C:53](=[O:56])[NH:52][C@@H:47]([C:48]([CH3:51])([CH3:50])[CH3:49])[C:45](=[O:46])[NH:44][C@@H:8]([CH2:1][C:2]1[CH:3]=[CH:4][CH:5]=[CH:6][CH:7]=1)[C@@H:9]([O:38][CH:39]([O:61][P:57]([OH:60])([OH:59])=[O:58])[CH3:40])[CH2:10][C@H:11]([CH2:12][C:13]1[CH:14]=[CH:15][C:16]([C:19]2[CH:24]=[CH:23][CH:22]=[CH:21][N:20]=2)=[CH:17][CH:18]=1)[NH:25][C:26](=[O:37])[C@H:27]([C:33]([CH3:36])([CH3:35])[CH3:34])[NH:28][C:29](=[O:30])[O:31][CH3:32].[Na:75][Na:76] |f:3.4.5,6.7.8|. Reported procedure: To a slurry of the product from Example 207A (1.10 g, 1.39 mmol) and molecular sieves (4 Å, 3.5 g), in N,N-dimethylformamide (7.0 mL) at 0° C. were added a solution of phosphoric acid in N,N-dimethylformamide (13.0 mL, 0.5 M) and N-iodosuccinimide (0.626 g, 2.78 mmol), and the mixture was stirred at 0° C. for 4 hours. The reaction was treated with Na2S2O3 (saturated) and the pH was adjusted to 9 with 10% Na2CO3. The mixture was diluted with methanol and filtered through celite The methanol was e... Starting materials: CCOCC, Cn1cc(CC#N)c2ccccc21, Cl, Oc1ccccc1. The product is Cn1cc(CC(=N)O)c2ccccc21, Cl. RXN SMILES: [CH3:22][CH2:23][O:24][CH2:25][CH3:26].[CH3:2][n:3]1[cH:4][c:5]([CH2:12][C:13]#[N:14])[c:6]2[cH:7][cH:8][cH:9][cH:10][c:11]12.[ClH:1].[OH:15][c:16]1[cH:17][cH:18][cH:19][cH:20][cH:21]1>>[CH3:2][n:3]1[cH:4][c:5]([CH2:12][C:13](=[NH:14])[OH:15])[c:6]2[cH:7][cH:8][cH:9][cH:10][c:11]12.[ClH:1]. The reactants are [BH4-].[Na+] (sodium borohydride), CC(=O)C1=C(C=C(C=C1)Br)O (4-bromo-2-hydroxyacetophenone), CC(C)(C)[S@@](=O)N ((R)-2-methyl-2-propanesulfinamide), ClCCl (dichloromethane). Reagents/catalysts: [O-]CC.[O-]CC.[O-]CC.[O-]CC.[Ti+4] (titanium tetraethoxide). Run in O1CCCC1 (tetrahydrofuran), [Cl-].[Na+].O (brine). Conditions: temperature 120 celsius, time 1 hour. The product is BrC1=CC(=C(C=C1)C(C)N[S@](=O)C(C)(C)C)OC ((R)-2-methyl-propane-2-sulfinic acid [1-(4-bromo-2-methoxy-phenyl)-ethyl]-amide). Reaction SMILES: [CH3:1][C:2]([C:4]1[CH:9]=[CH:8][C:7]([Br:10])=[CH:6][C:5]=1[OH:11])=O.[CH3:12][C:13]([S@:16]([NH2:18])=[O:17])([CH3:15])[CH3:14].[BH4-].[Na+].Cl[CH2:22]Cl>O1CCCC1.[Cl-].[Na+].O.[O-]CC.[O-]CC.[O-]CC.[O-]CC.[Ti+4]>[Br:10][C:7]1[CH:8]=[CH:9][C:4]([CH:2]([NH:18][S@@:16]([C:13]([CH3:15])([CH3:14])[CH3:12])=[O:17])[CH3:1])=[C:5]([O:11][CH3:22])[CH:6]=1 |f:2.3,6.7.8,9.10.11.12.13|. Procedure: A mixture of 4-bromo-2-hydroxyacetophenone (0.460 g, 2.0 mmol), titanium tetraethoxide (1.0 g, 4.0 mmol) and (R)-2-methyl-2-propanesulfinamide (0.266 g, 2.2 mmol) in dichloromethane (3.0 ml) was heated in a microwave oven at 120° C. for 15 min. The mixture was cooled in ice and added to a stirred mixture of sodium borohydride (0.30 g, 8.0 mmol) in tetrahydrofuran (50 ml). This mixture was stirred for 1 h at ambient temperature, treated with brine (30 ml) and extracted with ethyl acetate. The com... Reactants: COC1=C(CN(S(=O)(=O)C=2C=C3C=NNC3=CC2C)C2=NC(=CC=C2)F)C=CC(=C1)OC (N-(2,4-dimethoxybenzyl)-N-(6-fluoropyridin-2-yl)-6-methyl-1H-indazole-5-sulfonamide), CCCCP(CCCC)CCCC (TRI-N-BUTYLPHOSPHINE), O[C@@H](C)C=1C=CC=C2CCN(CC12)C(=O)OC(C)(C)C ((S)-tert-butyl 8-(1-hydroxyethyl)-3,4-dihydroisoquinoline-2(1H)-carboxylate). Run in C1CCOC1 (THF). Run at time 50 minute. Product: COC1=C(CN(S(=O)(=O)C=2C=C3C=NN(C3=CC2C)[C@H](C)C=2C=CC=C3CCN(CC23)C(=O)OC(C)(C)C)C2=NC(=CC=C2)F)C=CC(=C1)OC (tert-Butyl 8-[(1R)-1-{5-[(2,4-dimethoxybenzyl)(6-fluoropyridin-2-yl)sulfamoyl]-6-methyl-1H-indazol-1-yl}ethyl]-3,4-dihydroisoquinoline-2(1H)-carboxylate). Reaction SMILES: [CH3:1][O:2][C:3]1[CH:30]=[C:29]([O:31][CH3:32])[CH:28]=[CH:27][C:4]=1[CH2:5][N:6]([C:20]1[CH:25]=[CH:24][CH:23]=[C:22]([F:26])[N:21]=1)[S:7]([C:10]1[CH:11]=[C:12]2[C:16](=[CH:17][C:18]=1[CH3:19])[NH:15][N:14]=[CH:13]2)(=[O:9])=[O:8].CCCCP(CCCC)CCCC.O[C@H:47]([C:49]1[CH:50]=[CH:51][CH:52]=[C:53]2[C:58]=1[CH2:57][N:56]([C:59]([O:61][C:62]([CH3:65])([CH3:64])[CH3:63])=[O:60])[CH2:55][CH2:54]2)[CH3:48]>C1COCC1>[CH3:1][O:2][C:3]1[CH:30]=[C:29]([O:31][CH3:32])[CH:28]=[CH:27][C:4]=1[CH2:5][N:6]([C:20]1[CH:25]=[CH:24][CH:23]=[C:22]([F:26])[N:21]=1)[S:7]([C:10]1[CH:11]=[C:12]2[C:16](=[CH:17][C:18]=1[CH3:19])[N:15]([C@@H:47]([C:49]1[CH:50]=[CH:51][CH:52]=[C:53]3[C:58]=1[CH2:57][N:56]([C:59]([O:61][C:62]([CH3:63])([CH3:65])[CH3:64])=[O:60])[CH2:55][CH2:54]3)[CH3:48])[N:14]=[CH:13]2)(=[O:8])=[O:9]. Reported procedure: To a 100 mL RB flask containing THF (4381 μl) at 0° C. was added sequentially N-(2,4-dimethoxybenzyl)-N-(6-fluoropyridin-2-yl)-6-methyl-1H-indazole-5-sulfonamide (4-5, 200 mg, 0.438 mmol), TRI-N-BUTYLPHOSPHINE (216 μl, 0.876 mmol), DTBAD (202 mg, 0.876 mmol) and (S)-tert-butyl 8-(1-hydroxyethyl)-3,4-dihydroisoquinoline-2(1H)-carboxylate (243 mg, 0.876 mmol). After 50 min at 0° C., concentrated in vacuo. Purified by normal-phase ISCO (40 g column, 0-40% EtOAc:Hex) to give an off-white solid